This data is from the Open Reaction Database (ORD), a public repository of structured organic reaction records. The task is: describe an organic reaction: reactants, conditions, products, and yield Starting materials: C1CCOC1, CNC, CO, O=C(c1ccccc1)N1CCN(c2cc(Cl)nnc2-c2ccccc2)CC1. Yields the product CN(C)c1cc(N2CCN(C(=O)c3ccccc3)CC2)c(-c2ccccc2)nn1. Reaction SMILES: [CH2:33]1[O:34][CH2:35][CH2:36][CH2:37]1.[CH3:28][NH:29][CH3:30].[CH3:31][OH:32].[Cl:1][c:2]1[cH:3][c:4]([N:14]2[CH2:15][CH2:16][N:17]([C:20](=[O:21])[c:22]3[cH:23][cH:24][cH:25][cH:26][cH:27]3)[CH2:18][CH2:19]2)[c:5](-[c:8]2[cH:9][cH:10][cH:11][cH:12][cH:13]2)[n:6][n:7]1>>[c:2]1([N:29]([CH3:28])[CH3:30])[cH:3][c:4]([N:14]2[CH2:15][CH2:16][N:17]([C:20](=[O:21])[c:22]3[cH:23][cH:24][cH:25][cH:26][cH:27]3)[CH2:18][CH2:19]2)[c:5](-[c:8]2[cH:9][cH:10][cH:11][cH:12][cH:13]2)[n:6][n:7]1. The reactants are ClC1=NC=NC(=C1CC(C)=O)Cl (1-(4,6-dichloropyrimidin-5-yl)propan-2-one), CNN (methyl hydrazine), C(C)(=O)[O-].[Na+] (sodium acetate). Run in CC#N (MeCN). Reaction conditions: time 24 hour. The product is ClC1=C2C(=NC=N1)N(N=C(C2)C)C (5-chloro-1,3-dimethyl-1,4-dihydropyridazino[3,4-d]pyrimidine). Yield: 122.0%. As a reaction SMILES: Cl[C:2]1[C:7]([CH2:8][C:9](=O)[CH3:10])=[C:6]([Cl:12])[N:5]=[CH:4][N:3]=1.[CH3:13][NH:14][NH2:15].C([O-])(=O)C.[Na+]>CC#N>[Cl:12][C:6]1[N:5]=[CH:4][N:3]=[C:2]2[N:14]([CH3:13])[N:15]=[C:9]([CH3:10])[CH2:8][C:7]=12 |f:2.3|. Procedure details: To a stirred solution of 1-(4,6-dichloropyrimidin-5-yl)propan-2-one (940 mg) in dry MeCN (10 mL), methyl hydrazine (232 mg) and sodium acetate (715 mg) were added. The reaction mixture was stirred at room temperature for 24 hours before being quenched with water (100 mL). Aqueous layer was extracted with dichloromethane (2×25 mL). The combined organic layer was washed with brine (50 mL) and dried over anhydrous Na2SO4. Evaporation of solvents under reduced pressure gave crude 5-chloro-1,3-dimeth... The reactants are [Br-], [Br-], CCO, COC(=O)CC1CCCN(C(=O)c2ccc(N)cc2OC)c2ccc(Cl)cc21, [I-], [Na+], [Na+], [Na+], O=C([O-])[O-], Cc1ccccc1C. Product: COC(=O)CC1CCCN(C(=O)c2ccc(N3Cc4ccccc4C3)cc2OC)c2ccc(Cl)cc21. Reaction SMILES: [Br-:35].[Br-:36].[CH3:47][CH2:48][OH:49].[Cl:1][c:2]1[cH:3][cH:4][c:5]2[c:6]([cH:28]1)[CH:7]([CH2:23][C:24](=[O:25])[O:26][CH3:27])[CH2:8][CH2:9][CH2:10][N:11]2[C:12]([c:13]1[c:14]([O:20][CH3:21])[cH:15][c:16]([NH2:19])[cH:17][cH:18]1)=[O:22].[I-:46].[Na+:29].[Na+:30].[Na+:45].[O-:31][C:32](=[O:33])[O-:34].[c:37]1([CH3:44])[c:38]([CH3:43])[cH:39][cH:40][cH:41][cH:42]1>>[Cl:1][c:2]1[cH:3][cH:4][c:5]2[c:6]([cH:28]1)[CH:7]([CH2:23][C:24](=[O:25])[O:26][CH3:27])[CH2:8][CH2:9][CH2:10][N:11]2[C:12]([c:13]1[c:14]([O:20][CH3:21])[cH:15][c:16]([N:19]2[CH2:43][c:38]3[c:37]([cH:42][cH:41][cH:40][cH:39]3)[CH2:44]2)[cH:17][cH:18]1)=[O:22]. Reactants: [Br-].C(C)(=O)C=1C=[N+](C=CC1CC1C(C2=CC=C(C=C2CC1)OC)=O)CC1=CC=C(C=C1)C (2-[[3-acetyl-1-(p-tolylmethyl)pyridin-1-ium-4-yl]methyl]-6-methoxy-tetralin-1-one bromide), C1C=CN(C=C1C(=O)N)CC2=CC=CC=C2 (BNAH). Product: C(C)(=O)C1=CN(C=CC1CC1C(C2=CC=C(C=C2CC1)OC)=O)CC1=CC=C(C=C1)C (2-[[3-acetyl-1-(p-tolylmethyl)-4H-pyridin-4-yl]methyl]-6-methoxy-tetralin-1-one). As a reaction SMILES: [Br-].[C:2]([C:5]1[CH:6]=[N+:7]([CH2:25][C:26]2[CH:31]=[CH:30][C:29]([CH3:32])=[CH:28][CH:27]=2)[CH:8]=[CH:9][C:10]=1[CH2:11][CH:12]1[CH2:21][CH2:20][C:19]2[C:14](=[CH:15][CH:16]=[C:17]([O:22][CH3:23])[CH:18]=2)[C:13]1=[O:24])(=[O:4])[CH3:3].C1C(C(N)=O)=CN(CC2C=CC=CC=2)C=C1>>[C:2]([C:5]1[CH:10]([CH2:11][CH:12]2[CH2:21][CH2:20][C:19]3[C:14](=[CH:15][CH:16]=[C:17]([O:22][CH3:23])[CH:18]=3)[C:13]2=[O:24])[CH:9]=[CH:8][N:7]([CH2:25][C:26]2[CH:31]=[CH:30][C:29]([CH3:32])=[CH:28][CH:27]=2)[CH:6]=1)(=[O:4])[CH3:3] |f:0.1|. Procedure details: The title compound 154 is prepared according to the procedure reported in Example 39.1 with compound 130 (75 mg, 0.154 mmol) and BNAH (33 mg, 1 equiv) as reactants. Yellow solid. (Yield 32.9 mg, 51%). Solvent: CCOCC (ether). Product: Cl.C(CCC)OC1=CC=C(C=C1)/C=C/C1CN2CCC1CC2 (E-3-[2-(4-butoxyphenyl)vinyl]-quinuclidine hydrochloride). Reactants: E- Z-3-[2-(4-butoxyphenyl)vinyl]quinuclidine, Cl (hydrogen chloride), C(CCC)OC1=CC=C(C=C1)/C=C/C1CN2CCC1CC2 (E-3-[2-(4-butoxyphenyl)vinyl]quinuclidine), hydrochloride salt. As a reaction SMILES: [CH2:1]([O:5][C:6]1[CH:11]=[CH:10][C:9](/[CH:12]=[CH:13]/[CH:14]2[CH:19]3[CH2:20][CH2:21][N:16]([CH2:17][CH2:18]3)[CH2:15]2)=[CH:8][CH:7]=1)[CH2:2][CH2:3][CH3:4].[ClH:22]>CCOCC>[ClH:22].[CH2:1]([O:5][C:6]1[CH:11]=[CH:10][C:9](/[CH:12]=[CH:13]/[CH:14]2[CH:19]3[CH2:18][CH2:17][N:16]([CH2:21][CH2:20]3)[CH2:15]2)=[CH:8][CH:7]=1)[CH2:2][CH2:3][CH3:4] |f:3.4|. Reported procedure: Further elution with the above eluent gave a mixture of E- Z-3-[2-(4-butoxyphenyl)vinyl]quinuclidine (600 mg), followed by pure E-3-[2-(4-butoxyphenyl)vinyl]quinuclidine (Rf=0.19) which was converted to its hydrochloride salt using a solution of hydrogen chloride in ether as described above to give E-3-[2-(4-butoxyphenyl)vinyl]-quinuclidine hydrochloride (120 mg), m.p. 235°-238° C.; microanalysis, found: C, 69.0; H, 8.5; N, 4.1% C19H27NO.HCl.0.5H2O requires: C, 68.98; H, 8.77; N, 4.25%; NMR (DMS... Reactants: N#CCl (cyanogen chloride), C(C)OC(=O)NNCC (2-ethylhydrazinecarboxylic acid ethyl ester), C([O-])(O)=O.[Na+] (sodium bicarbonate), C(Cl)Cl (methylene chloride). Run in O (water). Run at time 1 hour. Product: C(C)OC(=O)NN(C#N)CC (2-ethyl-2-cyano-hydrazinecarboxylic acid ethyl ester). Isolated yield 87.9%. As a reaction SMILES: [CH2:1]([O:3][C:4]([NH:6][NH:7][CH2:8][CH3:9])=[O:5])[CH3:2].C(=O)(O)[O-].[Na+].C(Cl)Cl.[N:18]#[C:19]Cl>O>[CH2:1]([O:3][C:4]([NH:6][N:7]([CH2:8][CH3:9])[C:19]#[N:18])=[O:5])[CH3:2] |f:1.2|. Reported procedure: 66.0 g of 2-ethylhydrazinecarboxylic acid ethyl ester and 42.0 g of sodium bicarbonate are stirred into 200 ml of methylene chloride and 400 ml of water. There is then introduced at room temperature in the course of 20 minutes, with continuous stirring, 30.8 g of gaseous cyanogen chloride. After one hour's subsequent stirring, the methylene chloride phase is separated and dried over sodium sulphate, and the solvent is distilled off in vacuo. There is obtained as residue 69.0 g (88% of theory) of... Starting materials: CI (methyl iodide), CO (Methanol), C(C)C=1C=C(C=CC1)NC#N (m-ethylphenylcyanamide), [H-].[Na+] (sodium hydride). The solvent is C1CCOC1 (THF), O (water). Conditions: time 2 hour. Yields the product C(C)C=1C=C(C=CC1)N(C#N)C (N-(m-ethylphenyl)-N-methylcyanamide). Yield: 59.9%. Reaction SMILES: [CH2:1]([C:3]1[CH:4]=[C:5]([NH:9][C:10]#[N:11])[CH:6]=[CH:7][CH:8]=1)[CH3:2].[H-].[Na+].[CH3:14]I.CO>C1COCC1.O>[CH2:1]([C:3]1[CH:4]=[C:5]([N:9]([CH3:14])[C:10]#[N:11])[CH:6]=[CH:7][CH:8]=1)[CH3:2] |f:1.2|. Reported procedure: A solution of m-ethylphenylcyanamide (1.46 g, 10 mmol) and sodium hydride (480 mg, 20 mmol, prewashed thrice with hexane) in anhydrous THF (10 ml) was heated at 80°-85° C. for 2.5 hours. After it was allowed to cool to room temperature, methyl iodide (3.5 g, 25 mmol) was added and stirring continued at room temperature for 2 hours. Methanol (10 ml) followed by water (20 ml) was added and the reaction mixture was extracted with dichloromethane (3×25 ml) . Concentration of the organic layer follow...